Dataset: the Open Reaction Database (ORD), a public repository of structured organic reaction records. Task: describe an organic reaction: reactants, conditions, products, and yield Starting materials: C1=CC=CC=2C(=CC=3C=CC=4C=CC=CC4C3C21)B(O)O (5-benzo[c]phenanthreneboronic acid), BrC=1C=C(C=CC1)I (3-bromoiodobenzene), C1(=CC=CC=C1)C (toluene), C([O-])([O-])=O.[Na+].[Na+] (sodium carbonate). Reagents/catalysts: C=1C=CC(=CC1)[P](C=2C=CC=CC2)(C=3C=CC=CC3)[Pd]([P](C=4C=CC=CC4)(C=5C=CC=CC5)C=6C=CC=CC6)([P](C=7C=CC=CC7)(C=8C=CC=CC8)C=9C=CC=CC9)[P](C=1C=CC=CC1)(C=1C=CC=CC1)C=1C=CC=CC1 (tetrakis(triphenylphosphine)palladium). Run in C(OC)COC (dimethoxyethane), O (water). The product is BrC=1C=C(C=CC1)C1=CC=2C=CC=3C=CC=CC3C2C2=C1C=CC=C2 (5-(3-bromophenyl)benzo[c]phenanthrene). Isolated yield 63.5%. As a reaction SMILES: [CH:1]1[C:18]2[C:17]3[C:16]4[CH:15]=[CH:14][CH:13]=[CH:12][C:11]=4[CH:10]=[CH:9][C:8]=3[CH:7]=[C:6](B(O)O)[C:5]=2[CH:4]=[CH:3][CH:2]=1.[Br:22][C:23]1[CH:24]=[C:25](I)[CH:26]=[CH:27][CH:28]=1.C1(C)C=CC=CC=1.C(=O)([O-])[O-].[Na+].[Na+]>C1C=CC([P]([Pd]([P](C2C=CC=CC=2)(C2C=CC=CC=2)C2C=CC=CC=2)([P](C2C=CC=CC=2)(C2C=CC=CC=2)C2C=CC=CC=2)[P](C2C=CC=CC=2)(C2C=CC=CC=2)C2C=CC=CC=2)(C2C=CC=CC=2)C2C=CC=CC=2)=CC=1.O.C(COC)OC>[Br:22][C:23]1[CH:24]=[C:25]([C:10]2[C:11]3[CH:12]=[CH:13][CH:14]=[CH:15][C:16]=3[C:17]3[C:18]4[CH:1]=[CH:2][CH:3]=[CH:4][C:5]=4[CH:6]=[CH:7][C:8]=3[CH:9]=2)[CH:26]=[CH:27][CH:28]=1 |f:3.4.5,^1:46,48,67,86|. Procedure details: In argon atmosphere, a mixture of 6.32 g (22.3 mmol) of 5-benzo[c]phenanthreneboronic acid, 5.07 g (18.6 mmol) of 3-bromoiodobenzene, 1.29 g (1.12 mmol) of tetrakis(triphenylphosphine)palladium (0), 80 ml of toluene, 80 ml of dimethoxyethane, and 33.8 g of a 2 M sodium carbonate aqueous solution was refluxed for 8 h under stirring. After the reaction, the reaction mixture was added with water and extracted with toluene. The organic phase was washed with water and dried over sodium sulfate, and t...